This data is from the Open Reaction Database (ORD), a public repository of structured organic reaction records. The task is: describe an organic reaction: reactants, conditions, products, and yield The reactants are [N+](=O)([O-])C1=C(NC(=O)OCC2CCN(CC2)C2=CC=NC=C2)C=CC=C1 (2-nitro-N-[[1-(4-pyridyl)piperidin-4-yl]methoxycarbonyl]aniline). Reagents/catalysts: [Pd] (Pd/C). Run in C(C)O (ethanol). Product: N1=CC=C(C=C1)N1CCC(CC1)COC(=O)NC=1C(=CC=CC1)N (N1-[[1-(4-Pyridyl)piperidin-4-yl]methoxycarbonyl]-1,2-benzenediamine). Isolated yield 95.1%. RXN SMILES: [N+:1]([C:4]1[CH:26]=[CH:25][CH:24]=[CH:23][C:5]=1[NH:6][C:7]([O:9][CH2:10][CH:11]1[CH2:16][CH2:15][N:14]([C:17]2[CH:22]=[CH:21][N:20]=[CH:19][CH:18]=2)[CH2:13][CH2:12]1)=[O:8])([O-])=O>C(O)C.[Pd]>[N:20]1[CH:21]=[CH:22][C:17]([N:14]2[CH2:13][CH2:12][CH:11]([CH2:10][O:9][C:7]([NH:6][C:5]3[C:4]([NH2:1])=[CH:26][CH:25]=[CH:24][CH:23]=3)=[O:8])[CH2:16][CH2:15]2)=[CH:18][CH:19]=1. Reported procedure: A solution of 2-nitro-N-[[1-(4-pyridyl)piperidin-4-yl]methoxycarbonyl]aniline (7.55 g, 21.2 mmol) and 5% Pd/C (4.00 g) in ethanol was placed under an atmosphere of hydrogen (1 atm). After consumption of the starting material was indicated by tlc (16-20 h), the mixture was filtered through diamotaceous earth using hot ethyl acetate to wash the filter cake. Concentration of the filtrate yielded 6.58 g (96%) of the title compound. Starting materials: CN1C(=CC=C1C=1C=C2C(CC(C2=CC1)=O)C)C#N (1-methyl-5-(3-methyl-1-oxo-2,3-dihydro-1H-inden-5-yl)-1H-pyrrole-2-carbonitrile), Cl.NO (hydroxylamine hydrochloride). The product is O\N=C\1/CC(C2=CC(=CC=C12)C1=CC=C(N1C)C#N)C (5-[(1E)-1-(hydroxyimino)-3-methyl-2,3-dihydro-1H-inden-5-yl]-1-methyl-1H-pyrrole-2-carbonitrile). Reaction SMILES: [CH3:1][N:2]1[C:6]([C:7]2[CH:8]=[C:9]3[C:13](=[CH:14][CH:15]=2)[C:12](=O)[CH2:11][CH:10]3[CH3:17])=[CH:5][CH:4]=[C:3]1[C:18]#[N:19].Cl.[NH2:21][OH:22]>>[OH:22]/[N:21]=[C:12]1\[CH2:11][CH:10]([CH3:17])[C:9]2[C:13]\1=[CH:14][CH:15]=[C:7]([C:6]1[N:2]([CH3:1])[C:3]([C:18]#[N:19])=[CH:4][CH:5]=1)[CH:8]=2 |f:1.2|. Procedure: The title compound was prepared from 1-methyl-5-(3-methyl-1-oxo-2,3-dihydro-1H-inden-5-yl)-1H-pyrrole-2-carbonitrile and hydroxylamine hydrochloride according to the procedure described in example 1. MS m/z 266; HRMS: calcd for C16H15N3O+H+, 266.12879; found (ESI, [M+H]+), 266.1299; Anal. Calcd for C16H15N3O: C, 72.43; H, 5.70; N, 15.84. Found: C, 71.86; H, 6.31; N, 15.47. The reactants are CCOCCn1c(N2CCCNCC2)nc2ccccc21, COc1ccc(-n2cnnn2)cc1C(=O)N1CCC(CCOS(C)(=O)=O)(c2ccccc2)C1, CC#N, CCN(C(C)C)C(C)C, I. Yields the product CCOCCn1c(N2CCCN(CCC3(c4ccccc4)CCN(C(=O)c4cc(-n5cnnn5)ccc4OC)C3)CC2)nc2ccccc21. RXN SMILES: [CH2:35]([CH3:36])[O:37][CH2:38][CH2:39][n:40]1[c:41]([N:49]2[CH2:50][CH2:51][NH:52][CH2:53][CH2:54][CH2:55]2)[n:42][c:43]2[c:44]1[cH:45][cH:46][cH:47][cH:48]2.[CH3:1][O:2][c:3]1[c:4]([C:5](=[O:6])[N:7]2[CH2:8][C:9]([CH2:12][CH2:13][O:14][S:15]([CH3:16])(=[O:17])=[O:18])([c:19]3[cH:20][cH:21][cH:22][cH:23][cH:24]3)[CH2:10][CH2:11]2)[cH:25][c:26](-[n:29]2[n:30][n:31][n:32][cH:33]2)[cH:27][cH:28]1.[CH3:65][C:66]#[N:67].[CH:56]([N:57]([CH2:58][CH3:59])[CH:60]([CH3:61])[CH3:62])([CH3:63])[CH3:64].[IH:34]>>[CH3:1][O:2][c:3]1[c:4]([C:5](=[O:6])[N:7]2[CH2:8][C:9]([CH2:12][CH2:13][N:52]3[CH2:51][CH2:50][N:49]([c:41]4[n:40]([CH2:39][CH2:38][O:37][CH2:35][CH3:36])[c:44]5[c:43]([n:42]4)[cH:48][cH:47][cH:46][cH:45]5)[CH2:55][CH2:54][CH2:53]3)([c:19]3[cH:20][cH:21][cH:22][cH:23][cH:24]3)[CH2:10][CH2:11]2)[cH:25][c:26](-[n:29]2[n:30][n:31][n:32][cH:33]2)[cH:27][cH:28]1.